From a dataset of the Open Reaction Database (ORD), a public repository of structured organic reaction records. describe an organic reaction: reactants, conditions, products, and yield The reactants are ClC=1C=C(C=CC1)C=CC=O (3-(3-chlorophenyl)-2-propenal), [Cl-].C(C1=CC=CC=C1)OC1=C(C[P+](C2=CC=CC=C2)(C2=CC=CC=C2)C2=CC=CC=C2)C=CC=C1 (2-benzyloxybenzyltriphenylphosphonium chloride), N12CCCCCC2=NCCC1 (1,8-diazabicyclo[5,4,0]undec-7-ene). The solvent is C(C)#N (acetonitrile). Yields the product C(C1=CC=CC=C1)OC1=C(C=CC=C1)C=CC=CC1=CC(=CC=C1)Cl (1-(2-benzyloxyphenyl)-4-(3-chlorophenyl)butadiene). Isolated yield 94.0%. RXN SMILES: [Cl:1][C:2]1[CH:3]=[C:4]([CH:8]=[CH:9][CH:10]=O)[CH:5]=[CH:6][CH:7]=1.[Cl-].[CH2:13]([O:20][C:21]1[CH:46]=[CH:45][CH:44]=[CH:43][C:22]=1[CH2:23][P+](C1C=CC=CC=1)(C1C=CC=CC=1)C1C=CC=CC=1)[C:14]1[CH:19]=[CH:18][CH:17]=[CH:16][CH:15]=1.N12CCCN=C1CCCCC2>C(#N)C>[CH2:13]([O:20][C:21]1[CH:46]=[CH:45][CH:44]=[CH:43][C:22]=1[CH:23]=[CH:10][CH:9]=[CH:8][C:4]1[CH:5]=[CH:6][CH:7]=[C:2]([Cl:1])[CH:3]=1)[C:14]1[CH:15]=[CH:16][CH:17]=[CH:18][CH:19]=1 |f:1.2|. Procedure details: Following a procedure similar to that described in the first part of Preparation 3, the whole of this 3-(3-chlorophenyl)-2-propenal was reacted with 6.9 g of 2-benzyloxybenzyltriphenylphosphonium chloride (prepared as described in Preparation 1) and 2.89 g of 1,8-diazabicyclo[5,4,0]undec-7-ene in 100 ml of acetonitrile. The crude product, extracted as described in the first part of Preparation 3, was purified as described in the first part of Preparation 3, to give 4.13 g (yield 94%) of 1-(2-ben...